This data is from the Open Reaction Database (ORD), a public repository of structured organic reaction records. The task is: describe an organic reaction: reactants, conditions, products, and yield Starting materials: CCOC(=O)N1CCOc2ccc(C(=O)N3c4ccccc4C(N(C(C)=O)c4ccc(Cl)cc4)CC3C)cc21, ClCCl, C[Si](C)(C)I. The product is CC(=O)N(c1ccc(Cl)cc1)C1CC(C)N(C(=O)c2ccc3c(c2)NCCO3)c2ccccc21. Reaction SMILES: [CH2:1]([O:2][C:3](=[O:4])[N:6]1[CH2:7][CH2:8][O:9][c:10]2[c:11]1[cH:12][c:13]([C:16](=[O:17])[N:18]1[CH:19]([CH3:39])[CH2:20][CH:21]([N:28]([c:29]3[cH:30][cH:31][c:32]([Cl:35])[cH:33][cH:34]3)[C:36]([CH3:37])=[O:38])[c:22]3[cH:23][cH:24][cH:25][cH:26][c:27]31)[cH:14][cH:15]2)[CH3:5].[CH2:40]([Cl:41])[Cl:42].[I:43][Si:44]([CH3:45])([CH3:46])[CH3:47]>>[NH:6]1[CH2:7][CH2:8][O:9][c:10]2[c:11]1[cH:12][c:13]([C:16](=[O:17])[N:18]1[CH:19]([CH3:39])[CH2:20][CH:21]([N:28]([c:29]3[cH:30][cH:31][c:32]([Cl:35])[cH:33][cH:34]3)[C:36]([CH3:37])=[O:38])[c:22]3[cH:23][cH:24][cH:25][cH:26][c:27]31)[cH:14][cH:15]2. Yields the product CN(C)C=Nc1[nH]nc(-c2ccc(N)cc2)c1C#N. Starting materials: C1CCOC1, CN(C)C=Nc1[nH]nc(-c2ccc([N+](=O)[O-])cc2)c1C#N. Reaction SMILES: [CH2:22]1[O:23][CH2:24][CH2:25][CH2:26]1.[N+:1]([O-:2])(=[O:3])[c:4]1[cH:5][cH:6][c:7](-[c:10]2[n:11][nH:12][c:13]([N:17]=[CH:18][N:19]([CH3:20])[CH3:21])[c:14]2[C:15]#[N:16])[cH:8][cH:9]1>>[NH2:1][c:4]1[cH:5][cH:6][c:7](-[c:10]2[n:11][nH:12][c:13]([N:17]=[CH:18][N:19]([CH3:20])[CH3:21])[c:14]2[C:15]#[N:16])[cH:8][cH:9]1. Reactants: CC=1N(C2=CC=CC=C2C1C(=O)OC(C)(C)C)C(C)C(C)=O ((±)-tert-butyl 2-methyl-1-(3-oxobutan-2-yl)-1H-indole-3-carboxylate), C[Li] (Methyllithium). Conditions: temperature -78 celsius. Yields the product OC(C(C)N1C(=C(C2=CC=CC=C12)C(=O)OC(C)(C)C)C)(C)C ((±)-tert-butyl 1-(3-hydroxy-3-methylbutan-2-yl)-2-methyl-1H-indole-3-carboxylate). As a reaction SMILES: [CH3:1][C:2]1[N:3]([CH:18]([C:20](=[O:22])[CH3:21])[CH3:19])[C:4]2[C:9]([C:10]=1[C:11]([O:13][C:14]([CH3:17])([CH3:16])[CH3:15])=[O:12])=[CH:8][CH:7]=[CH:6][CH:5]=2.[CH3:23][Li]>>[OH:22][C:20]([CH3:23])([CH3:21])[CH:18]([N:3]1[C:4]2[C:9](=[CH:8][CH:7]=[CH:6][CH:5]=2)[C:10]([C:11]([O:13][C:14]([CH3:15])([CH3:17])[CH3:16])=[O:12])=[C:2]1[CH3:1])[CH3:19]. Procedure: A 50 mL round bottom flask was charged with (±)-tert-butyl 2-methyl-1-(3-oxobutan-2-yl)-1H-indole-3-carboxylate (0.2441 g, 0.810 mmol), vac/purged with N2, diluted with THF (5 mL) and cooled to −78° C. Methyllithium (0.648 ml, 0.972 mmol) was then added slowly, drop-wise, and the solution was allowed to slowly warm to ambient temperature. The reaction was then quenched with 1N HCl, extracted with EtOAc. The org layer was washed with water then brine, dried over Na2SO4, filtered, concentrated, pu...